From a dataset of the Open Reaction Database (ORD), a public repository of structured organic reaction records. describe an organic reaction: reactants, conditions, products, and yield Reactants: Cl.N1CC(C1)C(C(C)(C)F)C=1C=C(C=C(C1)F)N1C=NN=C1 (4-[3-(1-Azetidin-3-yl-2-fluoro-2-methylpropyl)-5-fluorophenyl]-4H-1,2,4-triazole hydrochloride), BrC(C=1C=C(C#N)C=CC1)C1=CC=C(C=C1)Cl (3-[bromo(4-chlorophenyl)methyl]benzonitrile), C(C)(C)N(CC)C(C)C (diisopropylethylamine). Run in CC#N (CH3CN). Yields the product ClC1=CC=C(C=C1)C(C=1C=C(C#N)C=CC1)N1CC(C1)C(C(C)(C)F)C1=CC(=CC(=C1)N1C=NN=C1)F (3-[(4-Chlorophenyl)(3-{2-fluoro-1-[3-fluoro-5-(4H-1,2,4-triazol-4-yl)phenyl]-2-methylpropyl}azetidin-1-yl)methyl]benzonitrile). As a reaction SMILES: Cl.[NH:2]1[CH2:5][CH:4]([CH:6]([C:11]2[CH:12]=[C:13]([N:18]3[CH:22]=[N:21][N:20]=[CH:19]3)[CH:14]=[C:15]([F:17])[CH:16]=2)[C:7]([F:10])([CH3:9])[CH3:8])[CH2:3]1.Br[CH:24]([C:33]1[CH:38]=[CH:37][C:36]([Cl:39])=[CH:35][CH:34]=1)[C:25]1[CH:26]=[C:27]([CH:30]=[CH:31][CH:32]=1)[C:28]#[N:29].C(N(C(C)C)CC)(C)C>CC#N>[Cl:39][C:36]1[CH:35]=[CH:34][C:33]([CH:24]([N:2]2[CH2:3][CH:4]([CH:6]([C:11]3[CH:12]=[C:13]([N:18]4[CH:19]=[N:20][N:21]=[CH:22]4)[CH:14]=[C:15]([F:17])[CH:16]=3)[C:7]([F:10])([CH3:9])[CH3:8])[CH2:5]2)[C:25]2[CH:26]=[C:27]([CH:30]=[CH:31][CH:32]=2)[C:28]#[N:29])=[CH:38][CH:37]=1 |f:0.1|. Reported procedure: A sample of 135 mg (0.41 mmole) of 4-[3-(1-Azetidin-3-yl-2-fluoro-2-methylpropyl)-5-fluorophenyl]-4H-1,2,4-triazole hydrochloride, 211 mg (0.62 mmole) of 3-[bromo(4-chlorophenyl)methyl]benzonitrile and 181 uL (1.025 mmole) of diisopropylethylamine in 5 mL of dry CH3CN was heated at reflux for 3 h. The solution was concentrated and the residue was dissolved in 20 mL of CH2Cl2 and 5 mL of NaHCO3. The layers were separated and the organic phase was dried over Na2SO4 and concentrated. The residue wa... The product is CCOC(=O)CN(CC=CC(=O)Nc1cc2c(Nc3ccc(F)c(Cl)c3)ncnc2cc1OCC1CC1)CCOC(C)=O. Reaction SMILES: [CH2:48]([Cl:49])[Cl:50].[CH3:1][C:2](=[O:3])[O:4][C:5](=[O:6])[CH3:7].[Cl:8][c:9]1[cH:10][c:11]([NH:16][c:17]2[n:18][cH:19][n:20][c:21]3[cH:22][c:23]([O:43][CH2:44][CH:45]4[CH2:46][CH2:47]4)[c:24]([NH:27][C:28]([CH:29]=[CH:30][CH2:31][N:32]([CH2:33][CH2:34][OH:35])[CH2:36][C:37](=[O:38])[O:39][CH2:40][CH3:41])=[O:42])[cH:25][c:26]23)[cH:12][cH:13][c:14]1[F:15]>>[CH3:1][C:2](=[O:3])[O:35][CH2:34][CH2:33][N:32]([CH2:31][CH:30]=[CH:29][C:28]([NH:27][c:24]1[c:23]([O:43][CH2:44][CH:45]2[CH2:46][CH2:47]2)[cH:22][c:21]2[n:20][cH:19][n:18][c:17]([NH:16][c:11]3[cH:10][c:9]([Cl:8])[c:14]([F:15])[cH:13][cH:12]3)[c:26]2[cH:25]1)=[O:42])[CH2:36][C:37](=[O:38])[O:39][CH2:40][CH3:41]. Starting materials: ClCCl, CC(=O)OC(C)=O, CCOC(=O)CN(CC=CC(=O)Nc1cc2c(Nc3ccc(F)c(Cl)c3)ncnc2cc1OCC1CC1)CCO. Starting materials: Cn1cc([N+](=O)[O-])cc1C(=O)NCCN1CCOCC1, Cn1cc([N+](=O)[O-])cc1C(=O)Cl, CO, ClCCl. Yields the product Cn1cc(NC(=O)c2cc([N+](=O)[O-])cn2C)cc1C(=O)NCCN1CCOCC1. As a reaction SMILES: [CH3:1][n:2]1[c:3]([C:10](=[O:11])[NH:12][CH2:13][CH2:14][N:15]2[CH2:16][CH2:17][O:18][CH2:19][CH2:20]2)[cH:4][c:5]([N+:7]([O-:8])=[O:9])[cH:6]1.[CH3:21][n:22]1[c:23]([C:30](=[O:31])[Cl:32])[cH:24][c:25]([N+:27](=[O:28])[O-:29])[cH:26]1.[CH3:33][OH:34].[Cl:35][CH2:36][Cl:37]>>[CH3:1][n:2]1[c:3]([C:10](=[O:11])[NH:12][CH2:13][CH2:14][N:15]2[CH2:16][CH2:17][O:18][CH2:19][CH2:20]2)[cH:4][c:5]([NH:7][C:30]([c:23]2[n:22]([CH3:21])[cH:26][c:25]([N+:27](=[O:28])[O-:29])[cH:24]2)=[O:31])[cH:6]1. Reactants: CCOC(=O)CC#N, C1CCCCC1, CCCC(=O)CCC, CCOC(C)=O. Reaction SMILES: [C:9](#[N:10])[CH2:11][C:12](=[O:13])[O:14][CH2:15][CH3:16].[CH2:17]1[CH2:18][CH2:19][CH2:20][CH2:21][CH2:22]1.[CH3:1][CH2:2][CH2:3][C:4]([CH2:5][CH2:6][CH3:7])=[O:8].[CH3:23][CH2:24][O:25][C:26](=[O:27])[CH3:28]>>[CH3:1][CH2:2][CH2:3][C:4]([CH2:5][CH2:6][CH3:7])=[C:11]([C:9]#[N:10])[C:12](=[O:13])[O:14][CH2:15][CH3:16]. The product is CCCC(CCC)=C(C#N)C(=O)OCC. The reactants are ClC1=CC=C(C=C1)C=1SC=C(C1O)C(=O)C (2-(4-chlorophenyl)-3-hydroxy-4-methylcarbonylthiophene), N(N)C(=S)NC1=CC(=C(C(=O)O)C=C1)Cl (4-hydrazinocabonothioylamino-2-chlorobenzoic acid). The product is ClC1=CC=C(C=C1)C1=C(C(=CS1)C(C)=NNC(=S)NC1=CC(=C(C(=O)O)C=C1)Cl)O (4-{[(2-{1-[5-(4-chlorophenyl)-4-hydroxy-3-thienyl]ethylidene}hydrazino)carbonothioyl]amino}-2-chlorobenzoic acid). Reaction SMILES: [Cl:1][C:2]1[CH:7]=[CH:6][C:5]([C:8]2[S:9][CH:10]=[C:11]([C:14]([CH3:16])=O)[C:12]=2[OH:13])=[CH:4][CH:3]=1.[NH:17]([C:19]([NH:21][C:22]1[CH:30]=[CH:29][C:25]([C:26]([OH:28])=[O:27])=[C:24]([Cl:31])[CH:23]=1)=[S:20])[NH2:18]>>[Cl:1][C:2]1[CH:7]=[CH:6][C:5]([C:8]2[S:9][CH:10]=[C:11]([C:14](=[N:18][NH:17][C:19]([NH:21][C:22]3[CH:30]=[CH:29][C:25]([C:26]([OH:28])=[O:27])=[C:24]([Cl:31])[CH:23]=3)=[S:20])[CH3:16])[C:12]=2[OH:13])=[CH:4][CH:3]=1. Procedure details: From 2-(4-chlorophenyl)-3-hydroxy-4-methylcarbonylthiophene (25.2 mg, 0.1 mmol) and 4-hydrazinocabonothioylamino-2-chlorobenzoic acid (24.5 mg, 0.1 mmol), the desired product was obtained in the same manner as in Synthetic Example 50 as a pale yellow solid (41.9 mg, yield 88%). Starting materials: ClC=1C=C2C(C(NC2=CC1)=O)(C1=C(C=CC(=C1)C=O)OC)N1[C@H](C(=O)N(C)C)C[C@H](C1)O ((4R)-1-[5-chloro-3-(5-formyl-2-methoxyphenyl)-2-oxo-2,3-dihydro-1H-indol-3-yl]-4-hydroxy-N,N-dimethyl-L-prolinamide), COC1=CC(=C(C=C1)S(=O)(=O)Cl)OC(F)(F)F (4-methoxy-2-(trifluoromethoxy)benzene sulfonyl chloride), mixture. The product is ClC=1C=C2C(C(N(C2=CC1)S(=O)(=O)C1=C(C=C(C=C1)OC)OC(F)(F)F)=O)(C1=C(C=CC(=C1)C=O)OC)N1[C@H](C(=O)N(C)C)C[C@H](C1)O ((4R)-1-(5-chloro-3-(5-formyl-2-methoxyphenyl)-1-{[4-methoxy-2-(trifluoromethoxy)phenyl]sulfonyl}-2-oxo-2,3-dihydro-1H-indol-3-yl)-4-hydroxy-N,N-dimethyl-L-prolinamide). As a reaction SMILES: [Cl:1][C:2]1[CH:3]=[C:4]2[C:8](=[CH:9][CH:10]=1)[NH:7][C:6](=[O:11])[C:5]2([N:22]1[CH2:31][C@H:30]([OH:32])[CH2:29][C@H:23]1[C:24]([N:26]([CH3:28])[CH3:27])=[O:25])[C:12]1[CH:17]=[C:16]([CH:18]=[O:19])[CH:15]=[CH:14][C:13]=1[O:20][CH3:21].[CH3:33][O:34][C:35]1[CH:40]=[CH:39][C:38]([S:41](Cl)(=[O:43])=[O:42])=[C:37]([O:45][C:46]([F:49])([F:48])[F:47])[CH:36]=1>>[Cl:1][C:2]1[CH:3]=[C:4]2[C:8](=[CH:9][CH:10]=1)[N:7]([S:41]([C:38]1[CH:39]=[CH:40][C:35]([O:34][CH3:33])=[CH:36][C:37]=1[O:45][C:46]([F:47])([F:48])[F:49])(=[O:43])=[O:42])[C:6](=[O:11])[C:5]2([N:22]1[CH2:31][C@H:30]([OH:32])[CH2:29][C@H:23]1[C:24]([N:26]([CH3:28])[CH3:27])=[O:25])[C:12]1[CH:17]=[C:16]([CH:18]=[O:19])[CH:15]=[CH:14][C:13]=1[O:20][CH3:21]. Procedure details: With 10.9 g of the compound obtained in Step 198-2 and 6.63 g of 4-methoxy-2-(trifluoromethoxy)benzene sulfonyl chloride as starting materials, 6.76 g of a mixture of two species of diastereoisomers of the title compound (colorless amorphous) was obtained by a similar method to Example 2.